Dataset: the Open Reaction Database (ORD), a public repository of structured organic reaction records. Task: describe an organic reaction: reactants, conditions, products, and yield Reactants: OC1=C2C=CN(C2=CC=C1)CO (4-hydroxy-1-hydroxymethylindole), COC=1C=C(C=O)C=C(C1)OC (3,5-dimethoxy-benzaldehyde), C(CC#N)#N (malononitrile). The product is NC=1OC2=C3C(=CC=C2C(C1C#N)C1=CC(=CC(=C1)OC)OC)N(C=C3)CO (2-Amino-3-cyano-4-(3,5-dimethoxyphenyl)-7-hydroxymethyl-4H-pyrrolo [2,3-h]chromene), white solids. Yield: 27.0%. As a reaction SMILES: [OH:1][C:2]1[CH:10]=[CH:9][CH:8]=[C:7]2[C:3]=1[CH:4]=[CH:5][N:6]2[CH2:11][OH:12].[CH3:13][O:14][C:15]1[CH:16]=[C:17]([CH:20]=[C:21]([O:23][CH3:24])[CH:22]=1)[CH:18]=O.[C:25](#[N:29])[CH2:26][C:27]#[N:28]>>[NH2:29][C:25]1[O:1][C:2]2[C:10]([CH:18]([C:17]3[CH:16]=[C:15]([O:14][CH3:13])[CH:22]=[C:21]([O:23][CH3:24])[CH:20]=3)[C:26]=1[C:27]#[N:28])=[CH:9][CH:8]=[C:7]1[N:6]([CH2:11][OH:12])[CH:5]=[CH:4][C:3]=21. Procedure: The title compound was prepared from 4-hydroxy-1-hydroxymethylindole (30 mg, 0.18 mmol), 3,5-dimethoxy-benzaldehyde (31 mg, 0.18 mmol) and malononitrile (12 mg, 0.18 mmol) similar to Example 24 to yield 19 mg (27%) of white solids. 1H NMR (CDCl3): 7.20-7.15 (m, 2H), 6.85 (d, J=8.1 Hz, 1H), 6.62 (d, J=3.3 Hz, 1H), 6.36-6.32 (m, 3H), 5.60 (s, 2H), 4.76 (s, 1H), 4.64 (brs, 2H), 3.75 (s, 6H), 2.43 (brs, 1H). As a reaction SMILES: [C:1]([C:3]1[CH:8]=[CH:7][C:6]([N:9]([C:16]2[C:25]3[CH2:24][CH2:23][CH:22]=[CH:21][C:20]=3[CH:19]=[CH:18][CH:17]=2)[C:10](=[O:15])[C:11]([F:14])([F:13])[F:12])=[CH:5][CH:4]=1)#[N:2].ClC1C=C(C=CC=1)C(OO)=[O:31]>C(Cl)Cl>[C:1]([C:3]1[CH:8]=[CH:7][C:6]([N:9]([C:16]2[CH:17]=[CH:18][CH:19]=[C:20]3[C:25]=2[CH2:24][CH2:23][CH:22]2[O:31][CH:21]23)[C:10](=[O:15])[C:11]([F:14])([F:13])[F:12])=[CH:5][CH:4]=1)#[N:2]. Product: C(#N)C1=CC=C(C=C1)N(C(C(F)(F)F)=O)C1=C2CCC3C(O3)C2=CC=C1 (N-(4-cyanophenyl)-2,2,2-trifluoro-N-(1a,2,3,7b-tetrahydronaphth[1,2-b]oxiren-4-yl)acetamide). The reactants are 5,6-dihydro, ClC=1C=C(C(=O)OO)C=CC1 (m-chloroperoxybenzoic acid), C(#N)C1=CC=C(C=C1)N(C(C(F)(F)F)=O)C1=CC=CC=2C=CCCC12 (N-(4-cyanophenyl)-N-(7,8-dihydro-1-naphthyl)-2,2,2-trifluoro acetamide). Reported procedure: A solution of a 3:1 mixture of N-(4-cyanophenyl)-N-(7,8-dihydro-1-naphthyl)-2,2,2-trifluoro acetamide and the corresponding 5,6-dihydro isomer (4.3 g, 13 mmol) and m-chloroperoxybenzoic acid (80-85%, 4.0 g, 19 mmol) (Aldrich) in methylene chloride (60 ml) was stirred for 50 minutes at room temperature. The solution was diluted with methylene chloride (100 ml), washed with saturated NaHCO3 solution (2×30 ml), dried (K2CO3), and concentrated in vacuo. The epoxide isomers were separated by chromato... Run in C(Cl)Cl (methylene chloride), C(Cl)Cl (methylene chloride).